Dataset: the Open Reaction Database (ORD), a public repository of structured organic reaction records. Task: describe an organic reaction: reactants, conditions, products, and yield Reactants: COC([C@@H](N)COC1(C2=CC=CC=C2C=2C=CC=CC12)C1=CC=CC=C1)=O (O-(9-phenyl-9H-fluoren-9-yl)-L-serine methyl ester), [OH-].[Na+] (sodium hydroxide). Run in CO (methanol). Reaction conditions: time 1 hour. Product: C1(=CC=CC=C1)C1(C2=CC=CC=C2C=2C=CC=CC12)OC[C@H](N)C(=O)O (O-(9-phenyl-9H-fluoren-9-yl)-L-serine). Isolated yield 86.2%. RXN SMILES: C[O:2][C:3](=[O:27])[C@H:4]([CH2:6][O:7][C:8]1([C:21]2[CH:26]=[CH:25][CH:24]=[CH:23][CH:22]=2)[C:20]2[CH:19]=[CH:18][CH:17]=[CH:16][C:15]=2[C:14]2[C:9]1=[CH:10][CH:11]=[CH:12][CH:13]=2)[NH2:5].[OH-].[Na+]>CO>[C:21]1([C:8]2([O:7][CH2:6][C@@H:4]([C:3]([OH:27])=[O:2])[NH2:5])[C:9]3[CH:10]=[CH:11][CH:12]=[CH:13][C:14]=3[C:15]3[C:20]2=[CH:19][CH:18]=[CH:17][CH:16]=3)[CH:26]=[CH:25][CH:24]=[CH:23][CH:22]=1 |f:1.2|. Procedure: To a solution of 6.4 g (17.8 mmol) of O-(9-phenyl-9H-fluoren-9-yl)-L-serine methyl ester from step 2 in methanol (20 mL) was added 20% sodium hydroxide (10 mL) and the mixture stirred at room temperature for 1 h. Most of the methanol was evaporated under vacuo, the residue suspended in water (200 mL) and extracted with diethyl ether (2×50 mL). The alkaline aqueous phase was added dropwise into 20% acetic acid (30 mL) with stirring and cooling with an ice bath, the white precipitate was filtered,... Reactants: C(CC)C1=NC2=C(N1CC1=CC=C(C=C1)C=1C(=CC=CC1)C(=O)OC(C)(C)C)C=CC=C2 (tert.butyl 4'-[(2-n-propyl-benzimidazol-1-yl)-methyl]biphenyl-2-carboxylate), FC(C(=O)O)(F)F (trifluoroacetic acid). Product: C(CC)C1=NC2=C(N1CC1=CC=C(C=C1)C=1C(=CC=CC1)C(=O)O)C=CC=C2 (4'-[(2-n-Propyl-benzimidazol-1-yl)-methyl]biphenyl-2-carboxylic acid). As a reaction SMILES: [CH2:1]([C:4]1[N:8]([CH2:9][C:10]2[CH:15]=[CH:14][C:13]([C:16]3[C:17]([C:22]([O:24]C(C)(C)C)=[O:23])=[CH:18][CH:19]=[CH:20][CH:21]=3)=[CH:12][CH:11]=2)[C:7]2[CH:29]=[CH:30][CH:31]=[CH:32][C:6]=2[N:5]=1)[CH2:2][CH3:3].FC(F)(F)C(O)=O>>[CH2:1]([C:4]1[N:8]([CH2:9][C:10]2[CH:11]=[CH:12][C:13]([C:16]3[C:17]([C:22]([OH:24])=[O:23])=[CH:18][CH:19]=[CH:20][CH:21]=3)=[CH:14][CH:15]=2)[C:7]2[CH:29]=[CH:30][CH:31]=[CH:32][C:6]=2[N:5]=1)[CH2:2][CH3:3]. Reported procedure: Prepared in analogous manner to Example 9 from tert.butyl 4'-[(2-n-propyl-benzimidazol-1-yl)-methyl]biphenyl-2-carboxylate and trifluoroacetic acid. Yield: 67.4%. Procedure: (S)-3-Methylthio-1,5,10,10a-tetrahydrothiazolo[3,4-b]isoquinolinium iodide (20 g) is added in small portions to a solution of 2,6-diaminopyridine (60 g) in pyridine (400 cc). The suspension passes rapidly into solution. After 15 hours at a temperature of about 20° C the solution is concentrated to dryness under reduced pressure (25 mm Hg). The residue is taken up in methylene chloride (500 cc); the insoluble material (47 g) consists of 2,6-diaminopyridine. The methylene chloride solution is wash... The product is NC1=CC=CC(=N1)N=C1SC[C@H]2N1CC=1C=CC=CC1C2 ((S)-3-[(6-aminopyrid-2-yl)imino]-1,5,10,10a-tetrahydrothiazolo[3,4-b]isoquinoline). Reaction conditions: temperature 5 celsius. Reactants: [I-].CSC=1SC[C@H]2[N+]1CC=1C=CC=CC1C2 ((S)-3-Methylthio-1,5,10,10a-tetrahydrothiazolo[3,4-b]isoquinolinium iodide), NC1=NC(=CC=C1)N (2,6-diaminopyridine). Reaction SMILES: [I-].CS[C:4]1[S:5][CH2:6][C@@H:7]2[CH2:16][C:15]3[CH:14]=[CH:13][CH:12]=[CH:11][C:10]=3[CH2:9][N+:8]=12.[NH2:17][C:18]1[CH:23]=[CH:22][CH:21]=[C:20]([NH2:24])[N:19]=1>N1C=CC=CC=1>[NH2:17][C:18]1[N:19]=[C:20]([N:24]=[C:4]2[N:8]3[CH2:9][C:10]4[CH:11]=[CH:12][CH:13]=[CH:14][C:15]=4[CH2:16][C@H:7]3[CH2:6][S:5]2)[CH:21]=[CH:22][CH:23]=1 |f:0.1|. The solvent is N1=CC=CC=C1 (pyridine). Starting materials: OCCCC(O)CO, Cc1ccc(S(=O)(=O)O)cc1, CC(C)=O, COC(C)(C)OC. Product: CC1(C)OCC(CCCO)O1. RXN SMILES: [CH2:1]([CH:2]([CH2:3][CH2:4][CH2:5][OH:6])[OH:7])[OH:8].[CH3:16][c:17]1[cH:18][cH:19][c:20]([S:21](=[O:22])(=[O:23])[OH:24])[cH:25][cH:26]1.[CH3:27][C:28](=[O:29])[CH3:30].[CH3:9][O:10][C:11]([CH3:12])([CH3:13])[O:14][CH3:15]>>[CH2:1]1[CH:2]([CH2:3][CH2:4][CH2:5][OH:6])[O:7][C:11]([CH3:12])([CH3:13])[O:8]1.